From a dataset of the Open Reaction Database (ORD), a public repository of structured organic reaction records. describe an organic reaction: reactants, conditions, products, and yield As a reaction SMILES: CCCCCCCCCCCCCCCC(OC[C@@H:20]([O:33][C:34]([CH2:36][CH2:37][CH2:38][CH2:39][CH2:40][CH2:41]CCCCCCCCC)=O)[CH2:21]OP(OCC[N+](C)(C)C)([O-])=O)=O.CC(CCC[C@H]([C@@H]1[C@]2(C)[C@H]([C@H]3[C@H](CC2)[C@]2(C)C(C[C@H](CC2)O)=CC3)CC1)C)C.[CH3:79][CH2:80][CH2:81][C:82]1[C:83]2[N:92]=C(C3C=C(S(N4CCN(C)CC4)(=O)=O)C=CC=3OCC)[NH:90][C:88](=[O:89])[C:84]=2[N:85]([CH3:87])[N:86]=1.S([O-])([O-])(=O)=O.[NH4+].[NH4+].O=C[C@@H]([C@H]([C@@H]([C@@H](CO)O)O)O)O.CCCC1C2N=C(C3C=C([S:154]([N:157]4[CH2:162][CH2:161][N:160]([CH3:163])[CH2:159][CH2:158]4)(=[O:156])=[O:155])C=CC=3OCC)NC(=O)C=2N(C)N=1.C(C(O)(C(O)=O)CC(O)=O)C(O)=O>C(O)C>[CH3:79][CH2:80][CH2:81][C:82]1[C:83]2[N:92]=[C:41]([C:40]3[CH:39]=[C:38]([S:154]([N:157]4[CH2:162][CH2:161][N:160]([CH3:163])[CH2:159][CH2:158]4)(=[O:156])=[O:155])[CH:37]=[CH:36][C:34]=3[O:33][CH2:20][CH3:21])[NH:90][C:88](=[O:89])[C:84]=2[N:85]([CH3:87])[N:86]=1 |f:2.3.4.5,7.8|. Starting materials: CCCCCCCCCCCCCCCC(=O)OC[C@H](COP(=O)([O-])OCC[N+](C)(C)C)OC(=O)CCCCCCCCCCCCCCC (DPPC), CC(C)CCC[C@@H](C)[C@H]1CC[C@H]2[C@@H]3CC=C4C[C@@H](O)CC[C@]4(C)[C@H]3CC[C@]12C (cholesterol), CCCC=1C2=C(N(N1)C)C(=O)NC(=N2)C=3C=C(C=CC3OCC)S(=O)(=O)N4CCN(CC4)C.S(=O)(=O)([O-])[O-].[NH4+].[NH4+] (sildenafil ammonium sulphate), O=C[C@H](O)[C@@H](O)[C@H](O)[C@H](O)CO (glucose), CCCC=1C2=C(N(N1)C)C(=O)NC(=N2)C=3C=C(C=CC3OCC)S(=O)(=O)N4CCN(CC4)C.C(C(=O)O)C(CC(=O)O)(C(=O)O)O (sildenafil citrate). Solvent: C(C)O (ethanol). Product: H+, CCCC=1C2=C(N(N1)C)C(=O)NC(=N2)C=3C=C(C=CC3OCC)S(=O)(=O)N4CCN(CC4)C (sildenafil). Reported procedure: The lipids (DPPC:cholesterol=55:45 mol %) were dissolved in ethanol and the solution was injected into a sildenafil/ammonium sulphate solution (pH 3.5-4.5), whereupon, immediately after spontaneous vesicle formation, a 5% glucose solution (pH 7), which comprised further sildenafil citrate, was added for dilution and alkalinization of the reaction mixture, i.e. of the resulting liposome suspension. As a result of the production of this H+ gradient immediately after the vesicle formation, sildenaf...